Dataset: the Open Reaction Database (ORD), a public repository of structured organic reaction records. Task: describe an organic reaction: reactants, conditions, products, and yield Starting materials: BrC=1C=NC=2N(C1)N=C(C2)C(=O)O (6-bromo-pyrazolo[1,5-a]pyrimidine-2-carboxylic acid), CC1=C(C=2C(NCCC2S1)C)C (2,3,4-Trimethyl-4,5,6,7-tetrahydrothieno[3,2-c]pyridine). The product is BrC=1C=NC=2N(C1)N=C(C2)C(=O)N2C(C1=C(CC2)SC(=C1C)C)C (6-Bromo-2-[(2,3,4-trimethyl-6,7-dihydrothieno[3,2-c]pyridin-5(4H)-yl)carbonyl]-pyrazolo[1,5-a]pyrimidine). The yield is 64.0%. RXN SMILES: [Br:1][C:2]1[CH:3]=[N:4][C:5]2[N:6]([N:8]=[C:9]([C:11]([OH:13])=O)[CH:10]=2)[CH:7]=1.[CH3:14][C:15]1[S:23][C:22]2[CH2:21][CH2:20][NH:19][CH:18]([CH3:24])[C:17]=2[C:16]=1[CH3:25]>>[Br:1][C:2]1[CH:3]=[N:4][C:5]2[N:6]([N:8]=[C:9]([C:11]([N:19]3[CH2:20][CH2:21][C:22]4[S:23][C:15]([CH3:14])=[C:16]([CH3:25])[C:17]=4[CH:18]3[CH3:24])=[O:13])[CH:10]=2)[CH:7]=1. Procedure: In close analogy to the procedure described in Example 1, 6-bromo-pyrazolo[1,5-a]pyrimidine-2-carboxylic acid is reacted with 2,3,4-Trimethyl-4,5,6,7-tetrahydrothieno[3,2-c]pyridine to provide the title compound. The reactants are C1=CC2=NO[N+](=C2C=C1)[O-] (benzofuroxan), C(C)(=O)OCC (ethyl acetate), NC=1C=C(C(=O)OCC)C=CC1NC1CCCCC1 (ethyl 3-amino-4-cyclohexylaminobenzoate), C1(=CC=C(C=C1)C=O)\C=C\C1=CC=CC=C1 (trans-4-stilbenecarbaldehyde). Solvent: C(C)#N (acetonitrile), CO (methyl alcohol). Run at time 8 hour. The product is C1(CCCCC1)N1C(=NC2=C1C=CC(=C2)C(=O)OCC)C2=CC=C(C=C2)\C=C\C2=CC=CC=C2 (ethyl 1-cyclohexyl-2-{4-[(E)-2-phenylvinyl]phenyl}-benzimidazole-5-carboxylate). The yield is 62.9%. RXN SMILES: [NH2:1][C:2]1[CH:3]=[C:4]([CH:10]=[CH:11][C:12]=1[NH:13][CH:14]1[CH2:19][CH2:18][CH2:17][CH2:16][CH2:15]1)[C:5]([O:7][CH2:8][CH3:9])=[O:6].[C:20]1(/[CH:28]=[CH:29]/[C:30]2[CH:35]=[CH:34][CH:33]=[CH:32][CH:31]=2)[CH:25]=[CH:24][C:23]([CH:26]=O)=[CH:22][CH:21]=1.C1C=CC2C(=NO[N+]=2[O-])C=1.C(OCC)(=O)C>CO.C(#N)C>[CH:14]1([N:13]2[C:12]3[CH:11]=[CH:10][C:4]([C:5]([O:7][CH2:8][CH3:9])=[O:6])=[CH:3][C:2]=3[N:1]=[C:26]2[C:23]2[CH:24]=[CH:25][C:20](/[CH:28]=[CH:29]/[C:30]3[CH:35]=[CH:34][CH:33]=[CH:32][CH:31]=3)=[CH:21][CH:22]=2)[CH2:19][CH2:18][CH2:17][CH2:16][CH2:15]1. Procedure details: Ethyl 3-amino-4-cyclohexylaminobenzoate (500 mg) obtained in Example 1, Step 3, was dissolved in methyl alcohol (6 ml) and trans-4-stilbenecarbaldehyde (397 mg) was added under ice-cooling. The mixture was stirred overnight at room temperature. The reaction mixture was ice-cooled and benzofuroxan (259 mg) dissolved in acetonitrile (2 ml) was added. The mixture was stirred for 7 hr at 50° C., The reaction mixture was ice-cooled. After 1N sodium-hydroxide was added, ethyl acetate was added and the...